From a dataset of the Open Reaction Database (ORD), a public repository of structured organic reaction records. describe an organic reaction: reactants, conditions, products, and yield The reactants are [OH-].[K+] (potassium hydroxide), C(C)OC(C(C=1N=CSC1)NC(CCl)=O)=O (2-chloroacetamido-4-thiazolyl acetic acid ethyl ester). Solvent: O (water), C(C)O (ethanol). Conditions: time 1 hour. The product is ClCC(=O)NC(C(=O)O)C=1N=CSC1 (2-chloroacetamido-4-thiazolyl acetic acid). Isolated yield 82.1%. As a reaction SMILES: [OH-].[K+].C([O:5][C:6](=[O:18])[CH:7]([NH:13][C:14](=[O:17])[CH2:15][Cl:16])[C:8]1[N:9]=[CH:10][S:11][CH:12]=1)C>O.C(O)C>[Cl:16][CH2:15][C:14]([NH:13][CH:7]([C:8]1[N:9]=[CH:10][S:11][CH:12]=1)[C:6]([OH:18])=[O:5])=[O:17] |f:0.1|. Reported procedure: To a solution of 2.5 g of potassium hydroxide in a mixture of 10 ml of water and 100 ml of ethanol is added 3.0 g of 2-chloroacetamido-4-thiazolyl acetic acid ethyl ester, and the mixture is stirred for one hour at room temperature. The solvent is evaporated under reduced pressure. To the residue is added 10 ml of water. The resulting aqueous solution is washed with ethyl acetate, and then adjusted to pH 2 with 10% hydrochloric acid, whereupon crystals separate out. The crystals are collected by...